Dataset: the Open Reaction Database (ORD), a public repository of structured organic reaction records. Task: describe an organic reaction: reactants, conditions, products, and yield Reactants: [Al+3], C1CCOC1, CCOCC, O=C(O)CCc1ccc(F)cc1, [H-], [H-], [H-], [H-], [Li+]. The product is OCCCc1ccc(F)cc1. As a reaction SMILES: [Al+3:14].[CH2:24]1[O:25][CH2:26][CH2:27][CH2:28]1.[CH3:19][CH2:20][O:21][CH2:22][CH3:23].[F:1][c:2]1[cH:3][cH:4][c:5]([CH2:8][CH2:9][C:10](=[O:11])[OH:12])[cH:6][cH:7]1.[H-:13].[H-:16].[H-:17].[H-:18].[Li+:15]>>[F:1][c:2]1[cH:3][cH:4][c:5]([CH2:8][CH2:9][CH2:10][OH:11])[cH:6][cH:7]1.